Dataset: the Open Reaction Database (ORD), a public repository of structured organic reaction records. Task: describe an organic reaction: reactants, conditions, products, and yield Reactants: OC=1C=C(CS(=O)(=O)CC(=O)O)C=CC1OC (2-((3-hydroxy-4-methoxybenzyl)sulfonyl)acetic acid), COC1=C(C=O)C(=CC(=C1)OC)OC (2,4,6-trimethoxybenzaldehyde), C(C1=CC=CC=C1)(=O)O (benzoic acid), N1CCCCC1 (piperidine). The solvent is C1(=CC=CC=C1)C (toluene). Yields the product COC1=C(/C=C/S(=O)(=O)CC=2C=CC(=C(C2)O)OC)C(=CC(=C1)OC)OC ((E)-5-((2,4,6-trimethoxystyryl-sulfonyl)methyl)-2-methoxyphenol). Yield: 62.5%. RXN SMILES: [OH:1][C:2]1[CH:3]=[C:4]([CH:13]=[CH:14][C:15]=1[O:16][CH3:17])[CH2:5][S:6]([CH2:9][C:10](O)=O)(=[O:8])=[O:7].[CH3:18][O:19][C:20]1[CH:27]=[C:26]([O:28][CH3:29])[CH:25]=[C:24]([O:30][CH3:31])[C:21]=1C=O.C(O)(=O)C1C=CC=CC=1.N1CCCCC1>C1(C)C=CC=CC=1>[CH3:29][O:28][C:26]1[CH:25]=[C:24]([O:30][CH3:31])[CH:21]=[C:20]([O:19][CH3:18])[C:27]=1/[CH:10]=[CH:9]/[S:6]([CH2:5][C:4]1[CH:13]=[CH:14][C:15]([O:16][CH3:17])=[C:2]([OH:1])[CH:3]=1)(=[O:8])=[O:7]. Procedure: A mixture of the 2-((3-hydroxy-4-methoxybenzyl)sulfonyl)acetic acid (1.9 g, 7.3 mmol, 1 eq), 2,4,6-trimethoxybenzaldehyde (1.58 g, 8.0 mmol, 1.1 eq.), benzoic acid (134 mg, 0.15 eq.) and piperidine (81 mg, 0.13 eq.) in toluene (50 mL) was heated at reflux temperature for 2-3 h with continuous removal of water using a Dean-Stark trap. When the reaction was complete by TLC analysis, the reaction mixture was cooled to room temperature. Water was added and the resulting mixture was extracted with et... Starting materials: N1=C(N=C2N1C=CC=N2)C=O ([1,2,4]triazolo[1,5-a]pyrimidine-2-carbaldehyde), C1(CCCC1)C1(CC(CC(O1)=O)=O)CCC1=CC(=C(C(=C1)CC)O)CC (6-cyclopentyl-6-[2-(3,5-diethyl-4-hydroxyphenyl)ethyl]dihydro-2H-pyran-2,4(3H)-dione). Product: C1(CCCC1)C1(CC(=C(C(O1)=O)CC1=NN2C(N=CC=C2)=N1)O)CCC1=CC(=C(C(=C1)CC)O)CC (6-cyclopentyl-6-[2-(3,5-diethyl-4-hydroxyphenyl)ethyl]-4-hydroxy-3-([1,2,4]triazolo[1,5-a]pyrimidin-2-ylmethyl)-5,6-dihydro-2H-pyran-2-one). As a reaction SMILES: [N:1]1[N:5]2[CH:6]=[CH:7][CH:8]=[N:9][C:4]2=[N:3][C:2]=1[CH:10]=O.[CH:12]1([C:17]2([CH2:25][CH2:26][C:27]3[CH:32]=[C:31]([CH2:33][CH3:34])[C:30]([OH:35])=[C:29]([CH2:36][CH3:37])[CH:28]=3)[O:22][C:21](=[O:23])[CH2:20][C:19](=[O:24])[CH2:18]2)[CH2:16][CH2:15][CH2:14][CH2:13]1>>[CH:12]1([C:17]2([CH2:25][CH2:26][C:27]3[CH:32]=[C:31]([CH2:33][CH3:34])[C:30]([OH:35])=[C:29]([CH2:36][CH3:37])[CH:28]=3)[O:22][C:21](=[O:23])[C:20]([CH2:10][C:2]3[N:3]=[C:4]4[N:9]=[CH:8][CH:7]=[CH:6][N:5]4[N:1]=3)=[C:19]([OH:24])[CH2:18]2)[CH2:16][CH2:15][CH2:14][CH2:13]1. Procedure: The title compound was prepared analogously to Example A(224) where [1,2,4]triazolo[1,5-a]pyrimidine-2-carbaldehyde was used in place of 6-methyl[1,2,4]triazolo[1,5-a]pyrimidine-2-carbaldehyde and 6-cyclopentyl-6-[2-(3,5-diethyl-4-hydroxyphenyl)ethyl]dihydro-2H-pyran-2,4(3H)-dione (Example A(235)) was used in place of 6-cyclopentyl-6-{2-[4-hydroxy-3-(2,2,2-trifluoroethyl)phenyl]ethyl}dihydro-2H-pyran-2,4(3H)-dione in that example. 1H NMR (DMSO): δ 1.20 (t, J=2.56 Hz, 6H), 1.30–1.80 (brm, 6H), 2....